From a dataset of the Open Reaction Database (ORD), a public repository of structured organic reaction records. describe an organic reaction: reactants, conditions, products, and yield Reactants: CCN(C(C)C)C(C)C (DIPEA), BrC1=CC2=C(N[C@H](CO2)CC(=O)OCC)C=C1 (ethyl [(3S)-7-bromo-3,4-dihydro-2H-1,4-benzoxazin-3-yl]acetate), BrC1=CC2=C(N[C@H](CO2)CC(=O)OCC)C=C1 (ethyl [(3S)-7-bromo-3,4-dihydro-2H-1,4-benzoxazin-3-yl]acetate), O=C1NC2=C(OC1)C=CC(=C2)C(=O)O (3-oxo-3,4-dihydro-2H-benzo[b][1,4]oxazine-6-carboxylic acid), C(CC)P1(OP(OP(O1)(=O)CCC)(=O)CCC)=O (T3P). Solvent: C(C)(=O)OCCCC (butyl acetate), CCOC(=O)C (EtOAc). Reaction conditions: temperature 117 celsius. Product: BrC1=CC2=C(N([C@H](CO2)CC(=O)OCC)C(=O)C=2C=CC3=C(NC(CO3)=O)C2)C=C1 (Ethyl 2-[(3S)-7-bromo-4-(3-oxo-4H-1,4-benzoxazine-6-carbonyl)-2,3-dihydro-1,4-benzoxazin-3-yl]acetate). Isolated yield 63.6%. RXN SMILES: [Br:1][C:2]1[CH:17]=[CH:16][C:5]2[NH:6][C@@H:7]([CH2:10][C:11]([O:13][CH2:14][CH3:15])=[O:12])[CH2:8][O:9][C:4]=2[CH:3]=1.[O:18]=[C:19]1[CH2:24][O:23][C:22]2[CH:25]=[CH:26][C:27]([C:29](O)=[O:30])=[CH:28][C:21]=2[NH:20]1.CCN(C(C)C)C(C)C.C(P1(=O)OP(CCC)(=O)OP(CCC)(=O)O1)CC>C(OCCCC)(=O)C.CCOC(C)=O>[Br:1][C:2]1[CH:17]=[CH:16][C:5]2[N:6]([C:29]([C:27]3[CH:26]=[CH:25][C:22]4[O:23][CH2:24][C:19](=[O:18])[NH:20][C:21]=4[CH:28]=3)=[O:30])[C@@H:7]([CH2:10][C:11]([O:13][CH2:14][CH3:15])=[O:12])[CH2:8][O:9][C:4]=2[CH:3]=1. Procedure: In a 250 mL 3-necked flask, ethyl [(3S)-7-bromo-3,4-dihydro-2H-1,4-benzoxazin-3-yl]acetate (Intermediate 27a, 4.2 g, 14.0 mmol) and 3-oxo-3,4-dihydro-2H-benzo[b][1,4]oxazine-6-carboxylic acid (2.73 g, 14.1 mmol) were suspended in butyl acetate (40 mL). DIPEA (7.31 mL, 42.0 mmol) was added followed by T3P (50% in BuOAc) (17.8 g, 28.0 mmol). The reaction was heated in an alumina block for 7 h at 117° C. (internal reaction temp. the heating block was set to 135° C.). The reaction was allowed to coo... The reactants are [BH4-], O=Cc1csc(C2OCCO2)c1, CCO, [Na+]. Product: OCc1csc(C2OCCO2)c1. Reaction SMILES: [BH4-:13].[CH2:1]1[CH2:2][O:3][CH:4]([c:5]2[s:6][cH:7][c:8]([CH:10]=[O:11])[cH:9]2)[O:12]1.[CH3:15][CH2:16][OH:17].[Na+:14]>>[CH2:1]1[CH2:2][O:3][CH:4]([c:5]2[s:6][cH:7][c:8]([CH2:10][OH:11])[cH:9]2)[O:12]1. Reactants: CI, CC(C)=O, O=C(O)C(=O)c1c[nH]c2cc(F)ccc12, [K+], [OH-], O. Product: Cn1cc(C(=O)C(=O)O)c2ccc(F)cc21. Reaction SMILES: [CH3:18][I:19].[CH3:21][C:22](=[O:23])[CH3:24].[F:3][c:4]1[cH:5][cH:6][c:7]2[c:8]([C:13]([C:14](=[O:15])[OH:16])=[O:17])[cH:9][nH:10][c:11]2[cH:12]1.[K+:2].[OH-:1].[OH2:20]>>[F:3][c:4]1[cH:5][cH:6][c:7]2[c:8]([C:13]([C:14](=[O:15])[OH:16])=[O:17])[cH:9][n:10]([CH3:18])[c:11]2[cH:12]1. Starting materials: C1(=CC=CC=C1)S(=O)(=O)N1C[C@H]([C@@H](CC1)C1=CC=CC=C1)C1=CC(=CC=C1)Cl (trans-1-benzenesulfonyl-3-(3-chloro-phenyl)-4-phenyl-piperidine), CS(=O)(=O)C=1C=C(C=CC1)B(O)O ((3-methylsulfonylphenyl)boronic acid), [F-].[K+] (potassium fluoride), C1(=CC=CC=C1)P(C1=CC=CC=C1)C1=CC=CC=C1 (triphenylphoshine). Reagents/catalysts: C=1C=CC(=CC1)[P](C=2C=CC=CC2)(C=3C=CC=CC3)[Pd]([P](C=4C=CC=CC4)(C=5C=CC=CC5)C=6C=CC=CC6)([P](C=7C=CC=CC7)(C=8C=CC=CC8)C=9C=CC=CC9)[P](C=1C=CC=CC1)(C=1C=CC=CC1)C=1C=CC=CC1 (tetrakis(triphenylphosphine)palladium(0)). The solvent is O (Water), CC(=O)N(C)C.O (DMA water). The product is C1(=CC=CC=C1)S(=O)(=O)N1C[C@H]([C@@H](CC1)C1=CC=CC=C1)C=1C=C(C=CC1)C1=CC(=CC=C1)S(=O)(=O)C (trans-1-benzenesulfonyl-3-(3′-methanesulfonyl-biphenyl-3-yl)-4-phenyl-piperidine). Isolated yield 26.3%. RXN SMILES: [C:1]1([S:7]([N:10]2[CH2:15][CH2:14][C@@H:13]([C:16]3[CH:21]=[CH:20][CH:19]=[CH:18][CH:17]=3)[C@H:12]([C:22]3[CH:27]=[CH:26][CH:25]=[C:24](Cl)[CH:23]=3)[CH2:11]2)(=[O:9])=[O:8])[CH:6]=[CH:5][CH:4]=[CH:3][CH:2]=1.[CH3:29][S:30]([C:33]1[CH:34]=[C:35](B(O)O)[CH:36]=[CH:37][CH:38]=1)(=[O:32])=[O:31].[F-].[K+].C1(P(C2C=CC=CC=2)C2C=CC=CC=2)C=CC=CC=1>CC(N(C)C)=O.O.C1C=CC([P]([Pd]([P](C2C=CC=CC=2)(C2C=CC=CC=2)C2C=CC=CC=2)([P](C2C=CC=CC=2)(C2C=CC=CC=2)C2C=CC=CC=2)[P](C2C=CC=CC=2)(C2C=CC=CC=2)C2C=CC=CC=2)(C2C=CC=CC=2)C2C=CC=CC=2)=CC=1.O>[C:1]1([S:7]([N:10]2[CH2:15][CH2:14][C@@H:13]([C:16]3[CH:21]=[CH:20][CH:19]=[CH:18][CH:17]=3)[C@H:12]([C:22]3[CH:23]=[C:24]([C:37]4[CH:36]=[CH:35][CH:34]=[C:33]([S:30]([CH3:29])(=[O:32])=[O:31])[CH:38]=4)[CH:25]=[CH:26][CH:27]=3)[CH2:11]2)(=[O:9])=[O:8])[CH:6]=[CH:5][CH:4]=[CH:3][CH:2]=1 |f:2.3,5.6,^1:73,75,94,113|. Procedure: To a solution of trans-1-benzenesulfonyl-3-(3-chloro-phenyl)-4-phenyl-piperidine (150 mg) and (3-methylsulfonylphenyl)boronic acid (109 mg) in a mixture of DMA/water (2.1 mL, 20:1) was added potassium fluoride (42.3 mg), tetrakis(triphenylphosphine)palladium(0) (50.5 mg) and triphenylphoshine (22.9 mg). The reaction mixture was irradiated with microwave at 160° C. at intervals up to 80 min. Water was added, the phases were separated, and the inorganic one was extracted with diethylether (×2). Th... Reactants: BrC(C(=O)C)C=1SC(=C(N1)C1=CC=CC=C1)C1=NN(C=N1)C1OCCCC1 (1-bromo-1-{4-phenyl-5-[1-(tetrahydro-2H-pyran-2-yl)-1H-1,2,4-triazol-3-yl]-1,3-thiazol-2-yl}acetone), NC1=NC=C(C=C1)Br (2-amino-5-bromopyridine), C([O-])(O)=O.[Na+] (sodium bicarbonate), CCOC(=O)C (EtOAc). Solvent: C1CCOC1 (THF), CC(C)O (2-propanol). Run at temperature 80 celsius, time 3 hour. The product is BrC=1C=CC=2N(C1)C(=C(N2)C)C=2SC(=C(N2)C2=CC=CC=C2)C2=NN(C=N2)C2OCCCC2 (6-bromo-2-methyl-3-{4-phenyl-5-[1-(tetrahydro-2H-pyran-2-yl)-1H-1,2,4-triazol-3-yl]-1,3-thiazol-2-yl}imidazo[1,2-a]pyridine). The yield is 15.1%. RXN SMILES: Br[CH:2]([C:6]1[S:7][C:8]([C:17]2[N:21]=[CH:20][N:19]([CH:22]3[CH2:27][CH2:26][CH2:25][CH2:24][O:23]3)[N:18]=2)=[C:9]([C:11]2[CH:16]=[CH:15][CH:14]=[CH:13][CH:12]=2)[N:10]=1)[C:3]([CH3:5])=O.[NH2:28][C:29]1[CH:34]=[CH:33][C:32]([Br:35])=[CH:31][N:30]=1.C(=O)(O)[O-].[Na+].CCOC(C)=O>C1COCC1.CC(O)C>[Br:35][C:32]1[CH:33]=[CH:34][C:29]2[N:30]([C:2]([C:6]3[S:7][C:8]([C:17]4[N:21]=[CH:20][N:19]([CH:22]5[CH2:27][CH2:26][CH2:25][CH2:24][O:23]5)[N:18]=4)=[C:9]([C:11]4[CH:12]=[CH:13][CH:14]=[CH:15][CH:16]=4)[N:10]=3)=[C:3]([CH3:5])[N:28]=2)[CH:31]=1 |f:2.3|. Procedure details: To a solution of 1-bromo-1-{4-phenyl-5-[1-(tetrahydro-2H-pyran-2-yl)-1H-1,2,4-triazol-3-yl]-1,3-thiazol-2-yl}acetone (2.96 g, 6.6 mmol) obtained in Example 116-B(vi) in THF (33 mL) and 2-propanol (33 mL), was added 2-amino-5-bromopyridine (5.71 g, 33.0 mmol), and the mixture was stirred at 80° C. for 3 h. The reaction mixture was allowed to cool to rt, and then were added saturated aqueous solution of sodium bicarbonate (60 mL) and EtOAc (150 mL). The aqueous layer was extracted with EtOAc (80 m...